Dataset: the Open Reaction Database (ORD), a public repository of structured organic reaction records. Task: describe an organic reaction: reactants, conditions, products, and yield Starting materials: [C-]#N, [C-]#N, CCc1ccc(I)c(OC(C)C)c1, CN(C)C=O, O, [Zn+2]. The product is CCc1ccc(C#N)c(OC(C)C)c1. RXN SMILES: [C-:20]#[N:21].[C-:23]#[N:24].[CH2:1]([CH3:2])[c:3]1[cH:4][c:5]([O:10][CH:11]([CH3:12])[CH3:13])[c:6]([I:9])[cH:7][cH:8]1.[CH3:15][N:16]([CH3:17])[CH:18]=[O:19].[OH2:14].[Zn+2:22]>>[CH2:1]([CH3:2])[c:3]1[cH:4][c:5]([O:10][CH:11]([CH3:12])[CH3:13])[c:6]([C:15]#[N:16])[cH:7][cH:8]1.